From a dataset of the Open Reaction Database (ORD), a public repository of structured organic reaction records. describe an organic reaction: reactants, conditions, products, and yield Starting materials: FC(C=1C=C(C=NC1)N)(F)F (5-(Trifluoromethyl)pyridin-3-ylamine), C(C)OC=1C(C(C1OCC)=O)=O (3,4,-diethoxy-3-cyclobutene-1,2-dione). The solvent is CCO (EtOH). The product is C(C)OC=1C(C(C1NC=1C=NC=C(C1)C(F)(F)F)=O)=O (3-Ethoxy-4-(5-trifluoromethyl-3-pyridinylamino)-cyclobut-3-ene-1,2-dione). The yield is 38.0%. Reaction SMILES: [F:1][C:2]([F:11])([F:10])[C:3]1[CH:4]=[C:5]([NH2:9])[CH:6]=[N:7][CH:8]=1.[CH2:12]([O:14][C:15]1[C:16](=O)[C:17](=[O:22])[C:18]=1[O:19]CC)[CH3:13]>CCO>[CH2:12]([O:14][C:15]1[C:18](=[O:19])[C:17](=[O:22])[C:16]=1[NH:9][C:5]1[CH:6]=[N:7][CH:8]=[C:3]([C:2]([F:1])([F:10])[F:11])[CH:4]=1)[CH3:13]. Reported procedure: A solution of the product from Example 52A (2.98 g, 18.4 mmol) and 3,4,-diethoxy-3-cyclobutene-1,2-dione (3.13 g, 18.4 mmol) in EtOH (50 mL) was heated at reflux for 48 hours. The reaction mixture was filtered while still hot and the filtrate was absorbed onto silica gel. The crude material was purified by chromatography, eluting with EtOAc/hexanes (3:1) to provide 2.00 g (38% yield) of the desired compound as colorless crystals. The reactants are O, O=c1ccn(COCCO)c(=O)[nH]1, ClC(c1ccccc1)(c1ccccc1)c1ccccc1, c1ccncc1. The product is O=c1ccn(COCCOC(c2ccccc2)(c2ccccc2)c2ccccc2)c(=O)[nH]1. Reaction SMILES: [OH2:34].[OH:1][CH2:2][CH2:3][O:4][CH2:5][n:6]1[c:7](=[O:8])[nH:9][c:10](=[O:11])[cH:12][cH:13]1.[c:14]1([C:20]([c:21]2[cH:22][cH:23][cH:24][cH:25][cH:26]2)([c:27]2[cH:28][cH:29][cH:30][cH:31][cH:32]2)[Cl:33])[cH:15][cH:16][cH:17][cH:18][cH:19]1.[cH:35]1[cH:36][cH:37][n:38][cH:39][cH:40]1>>[O:1]([CH2:2][CH2:3][O:4][CH2:5][n:6]1[c:7](=[O:8])[nH:9][c:10](=[O:11])[cH:12][cH:13]1)[C:20]([c:14]1[cH:15][cH:16][cH:17][cH:18][cH:19]1)([c:21]1[cH:22][cH:23][cH:24][cH:25][cH:26]1)[c:27]1[cH:28][cH:29][cH:30][cH:31][cH:32]1. The reactants are CC(=O)OC(=O)C (Ac2O), Cl (HCl), CC(=O)OC(=O)C (Ac2O), ice, N([C@@H](CC1=CNC=N1)C(=O)N[C@H](CC1=CN(C2=CC=CC=C12)C=O)C(=O)N[C@@H](CC1=CC=CC=C1)C(=O)N(C)CC1=CC=CC=C1)C(=O)OC(C)(C)C (Boc-His-D-Trp(CHO)-Phe-NMeBzl), C1(=CC=CC=C1)OC (anisole), N[C@@H](CC1=CNC=N1)C(=O)N[C@H](CC1=CN(C2=CC=CC=C12)C=O)C(=O)N[C@@H](CC1=CC=CC=C1)C(=O)N(C)CC1=CC=CC=C1 (H-His-D-Trp(CHO)-Phe-NMeBzl), powder. Solvent: C(C)N(CC)CC (triethylamine), C(C)N(CC)CC (triethylamine), C(Cl)Cl (methylene chloride), C(Cl)Cl (methylene chloride), CN(C)C=O (DMF). Product: N([C@@H](CC1=CNC=N1)C(=O)N[C@H](CC1=CN(C2=CC=CC=C12)C=O)C(=O)N[C@@H](CC1=CC=CC=C1)C(=O)N(C)CC1=CC=CC=C1)C(=O)C.Cl (Ac-His-D-Trp(CHO)-Phe-NMeBzl.HCl). RXN SMILES: N(C(OC(C)(C)C)=O)[C@H:2]([C:9](N[C@@H](C(N[C@H](C(N(CC1C=CC=CC=1)C)=O)CC1C=CC=CC=1)=O)CC1C2C(=CC=CC=2)N(C=O)C=1)=[O:10])CC1N=CNC=1.C1(OC)C=CC=CC=1.[ClH:62].[NH2:63][C@H:64]([C:71]([NH:73][C@@H:74]([C:87]([NH:89][C@H:90]([C:98]([N:100]([CH2:102][C:103]1[CH:108]=[CH:107][CH:106]=[CH:105][CH:104]=1)[CH3:101])=[O:99])[CH2:91][C:92]1[CH:97]=[CH:96][CH:95]=[CH:94][CH:93]=1)=[O:88])[CH2:75][C:76]1[C:84]2[C:79](=[CH:80][CH:81]=[CH:82][CH:83]=2)[N:78]([CH:85]=[O:86])[CH:77]=1)=[O:72])[CH2:65][C:66]1[N:70]=[CH:69][NH:68][CH:67]=1.CC(OC(C)=O)=O>C(Cl)Cl.CN(C=O)C.C(N(CC)CC)C>[NH:63]([C:9]([CH3:2])=[O:10])[C@H:64]([C:71]([NH:73][C@@H:74]([C:87]([NH:89][C@H:90]([C:98]([N:100]([CH2:102][C:103]1[CH:104]=[CH:105][CH:106]=[CH:107][CH:108]=1)[CH3:101])=[O:99])[CH2:91][C:92]1[CH:93]=[CH:94][CH:95]=[CH:96][CH:97]=1)=[O:88])[CH2:75][C:76]1[C:84]2[C:79](=[CH:80][CH:81]=[CH:82][CH:83]=2)[N:78]([CH:85]=[O:86])[CH:77]=1)=[O:72])[CH2:65][C:66]1[N:70]=[CH:69][NH:68][CH:67]=1.[ClH:62] |f:8.9|. Procedure details: To an ice-cooled solution of Boc-His-D-Trp(CHO)-Phe-NMeBzl (0.70 g) and anisole (0.7 ml) in methylene chloride (5 ml) was added 4N-HCl/DOX (5 ml). The solution was stirred for an hour at room temperature. After evaporation, the residue was pulverized with diisopropyl ether, filtered, washed with diisopropyl ether and dried to give 2HCl.H-His-D-Trp(CHO)-Phe-NMeBzl. The powder (0.70 g) was dissolved in a mixture of methylene chloride (10 ml) and DMF (1 ml) and ice-cooled. To the solution, triethyl... The reactants are [O-]CC.[Na+] (sodium ethoxide), N1=CC=C(C=C1)C=O (4-pyridine carboxaldehyde), [Cl-].C1(CCCC1)OC=1C=C(C=CC1OC)C1=C(C=CC=C1)[P+](C1=CC=CC=C1)(C1=CC=CC=C1)C ((3-cyclopentyloxy-4-methoxyphenyl)-methyltriphenylphosphonium chloride). The solvent is C(C)O (ethanol), C(C)O (ethanol). Yields the product C1(CCCC1)OC=1C=C(C=CC1OC)\C=C/C1=CC=NC=C1 ((Z)-4-[2-(3-Cyclopentyloxy-4-methoxyphenyl)ethenyl]pyridine). The yield is 11.9%. As a reaction SMILES: [O-]CC.[Na+].[N:5]1[CH:10]=[CH:9][C:8]([CH:11]=O)=[CH:7][CH:6]=1.[Cl-].[CH:14]1([O:19][C:20]2[CH:21]=[C:22]([C:28]3C=CC=CC=3[P+](C)(C3C=CC=CC=3)C3C=CC=CC=3)[CH:23]=[CH:24][C:25]=2[O:26][CH3:27])[CH2:18][CH2:17][CH2:16][CH2:15]1>C(O)C>[CH:14]1([O:19][C:20]2[CH:21]=[C:22](/[CH:28]=[CH:11]\[C:8]3[CH:7]=[CH:6][N:5]=[CH:10][CH:9]=3)[CH:23]=[CH:24][C:25]=2[O:26][CH3:27])[CH2:15][CH2:16][CH2:17][CH2:18]1 |f:0.1,3.4|. Reported procedure: A solution of sodium ethoxide [prepared from sodium (0.10 g, 4.50 mmol)] in ethanol (50 ml) was added over 5 min to a stirred mixture of 4-pyridine carboxaldehyde (0.44 g, 4.10 mmol) and (3-cyclopentyloxy-4-methoxyphenyl)-methyltriphenylphosphonium chloride (2.00 g, 4.08 g) in ethanol (30 ml). After 2h, the reaction mixture was concentrated in vacuo and the residue partitioned between EtOAc (75 ml) and brine (50 ml). The organic layer was separated, then dried (MgSO4) and concentrated in vacuo. ... Starting materials: CC(=O)C1=CC=C(C=C1)Br (4-bromoacetophenone), C(OC)(OC)OC (trimethyl orthoformate), CO (methanol). Product: BrC1=CC=C(C=C1)C(C)(OC)OC (2-(4-bromophenyl)-2,2-dimethoxyethane). Reaction SMILES: [CH3:1][C:2]([C:4]1[CH:9]=[CH:8][C:7]([Br:10])=[CH:6][CH:5]=1)=[O:3].[CH:11](OC)(OC)[O:12]C.[CH3:18]O>>[Br:10][C:7]1[CH:8]=[CH:9][C:4]([C:2]([O:12][CH3:11])([O:3][CH3:18])[CH3:1])=[CH:5][CH:6]=1. Procedure: A mixture of 2 g (0.01 mole) of 4-bromoacetophenone, 5.6 ml of trimethyl orthoformate, 5.6 ml of methanol and 0.67 g of Amberlite® IR 120 is heated at reflux for 3 hours. After cooling, the mixture is filtered through Celite® and the filtered solution is evaporated. 2.4 g of the title compound are obtained in the form of an oil. Yields the product CC(C)=CCn1c(Br)nc2c1C(=O)NCC2O. RXN SMILES: [Br:2][c:3]1[n:4][c:5]([CH:17]([CH2:18][N+:19]([O-:20])=[O:21])[OH:22])[c:6]([C:13](=[O:14])[O:15][CH3:16])[n:7]1[CH2:8][CH:9]=[C:10]([CH3:11])[CH3:12].[CH3:23][C:24](=[O:25])[OH:26].[CH3:27][CH2:28][OH:29].[Fe:30].[OH2:1]>>[Br:2][c:3]1[n:4][c:5]2[c:6]([n:7]1[CH2:8][CH:9]=[C:10]([CH3:11])[CH3:12])[C:13](=[O:14])[NH:19][CH2:18][CH:17]2[OH:22]. The reactants are COC(=O)c1c(C(O)C[N+](=O)[O-])nc(Br)n1CC=C(C)C, CC(=O)O, CCO, [Fe], O. Starting materials: COC(=O)C(=Cc1cc(C)c2[nH]ncc2c1)CC(=O)O, CO, CCOC(C)=O. Yields the product COC(=O)C(CC(=O)O)Cc1cc(C)c2[nH]ncc2c1. RXN SMILES: [CH3:1][O:2][C:3]([C:4]([CH2:5][C:6](=[O:7])[OH:8])=[CH:9][c:10]1[cH:11][c:12]2[cH:13][n:14][nH:15][c:16]2[c:17]([CH3:19])[cH:18]1)=[O:20].[CH3:21][OH:22].[CH3:23][CH2:24][O:25][C:26](=[O:27])[CH3:28]>>[CH3:1][O:2][C:3]([CH:4]([CH2:5][C:6](=[O:7])[OH:8])[CH2:9][c:10]1[cH:11][c:12]2[cH:13][n:14][nH:15][c:16]2[c:17]([CH3:19])[cH:18]1)=[O:20]. Reactants: [BH4-], Br[Mg]c1ccccc1, CCO, Cl, O=C1CN2CCC1CC2, [Na+], O=C1C2CCN(CC2)C1C(c1ccccc1)c1cccnc1, O=C1C(=Cc2cccnc2)N2CCC1CC2, O=Cc1cccnc1. The product is OC1C2CCN(CC2)C1C(c1ccccc1)c1cccnc1. Reaction SMILES: [BH4-:65].[Br:57][Mg:58][c:59]1[cH:60][cH:61][cH:62][cH:63][cH:64]1.[CH3:67][CH2:68][OH:69].[ClH:9].[N:10]12[CH2:11][CH2:12][CH:13]([CH2:14][CH2:15]1)[C:16](=[O:17])[CH2:18]2.[Na+:66].[c:35]1([CH:41]([c:42]2[cH:43][n:44][cH:45][cH:46][cH:47]2)[CH:48]2[N:49]3[CH2:50][CH2:51][CH:52]([C:53]2=[O:54])[CH2:55][CH2:56]3)[cH:36][cH:37][cH:38][cH:39][cH:40]1.[n:19]1[cH:20][cH:21][cH:22][c:23]([CH:24]=[C:25]2[C:26](=[O:27])[CH:28]3[CH2:29][CH2:30][N:31]2[CH2:32][CH2:33]3)[cH:34]1.[n:1]1[cH:2][cH:3][cH:4][c:5]([CH:6]=[O:7])[cH:8]1>>[c:35]1([CH:41]([c:42]2[cH:43][n:44][cH:45][cH:46][cH:47]2)[CH:48]2[N:49]3[CH2:50][CH2:51][CH:52]([CH:53]2[OH:54])[CH2:55][CH2:56]3)[cH:36][cH:37][cH:38][cH:39][cH:40]1. RXN SMILES: [OH-].[Na+].Cl.Cl.[CH3:5][NH:6][NH:7][CH3:8].[Cl:9][C:10]1[CH:15]=[CH:14][C:13]([N:16]=[C:17]=[S:18])=[CH:12][CH:11]=1>O.C(O)C>[Cl:9][C:10]1[CH:15]=[CH:14][C:13]([NH:16][C:17]([N:6]([CH3:5])[NH:7][CH3:8])=[S:18])=[CH:12][CH:11]=1 |f:0.1,2.3.4|. Conditions: temperature 50 celsius. Yields the product ClC1=CC=C(C=C1)NC(=S)N(NC)C (N-(4-chlorophenyl)-1,2-dimethylhydrazinecarbothioamide). The yield is 38.9%. Starting materials: [OH-].[Na+] (sodium hydroxide), Cl.Cl.CNNC (N,N'-dimethylhydrazine dihydrochloride), ClC1=CC=C(C=C1)N=C=S (4-chlorophenylisothiocyanate). Run in O (water), C(C)O (ethanol). Procedure details: To a stirred solution of sodium hydroxide (6.1 g, 0.15 mole) in 40 ml of water and 250 ml of ethanol was added N,N'-dimethylhydrazine dihydrochloride (10 g, 0.076 mole). The reaction mixture was warmed to 50° C., and 4-chlorophenylisothiocyanate (12.8 g, 0.076 mole) was added in small portions. Upon complete addition, the reaction mixture was heated under reflux for two hours and then allowed to cool. The cooled reaction mixture was filtered and the filtrate concentrated under reduced pressure t...